From a dataset of the Open Reaction Database (ORD), a public repository of structured organic reaction records. describe an organic reaction: reactants, conditions, products, and yield Reactants: CCO, CCCCCC(C)(C)NC(=O)CCl, N, O. The product is CCCCCC(C)(C)NC(=O)CN. RXN SMILES: [CH3:16][CH2:17][OH:18].[Cl:1][CH2:2][C:3](=[O:4])[NH:5][C:6]([CH2:7][CH2:8][CH2:9][CH2:10][CH3:11])([CH3:12])[CH3:13].[NH3:14].[OH2:15]>>[CH2:2]([C:3](=[O:4])[NH:5][C:6]([CH2:7][CH2:8][CH2:9][CH2:10][CH3:11])([CH3:12])[CH3:13])[NH2:14].